Dataset: the Open Reaction Database (ORD), a public repository of structured organic reaction records. Task: describe an organic reaction: reactants, conditions, products, and yield The reactants are aqueous solution, Cl (hydrochloric acid), O[C@H]1[C@H](O)[C@@H](O)[C@H](O[C@H]2[C@H](O)[C@@H](O)[C@@H](O)[C@H](O2)CO)[C@H](O1)CO (β-lactose), P(=O)([O-])([O-])[O-] (phosphate). The solvent is O (water). The product is OC1[C@H](O)[C@@H](O)[C@H](O[C@H]2[C@H](O)[C@@H](O)[C@@H](O)[C@H](O2)CO)[C@H](O1)CO (lactose). Reaction SMILES: Cl.[OH:2][C@@H:3]1[O:22][C@H:21]([CH2:23][OH:24])[C@@H:8]([O:9][C@@H:10]2[O:18][C@H:17]([CH2:19][OH:20])[C@H:15]([OH:16])[C@H:13]([OH:14])[C@H:11]2[OH:12])[C@H:6]([OH:7])[C@H:4]1[OH:5].P([O-])([O-])([O-])=O>O>[OH:2][CH:3]1[O:22][C@H:21]([CH2:23][OH:24])[C@@H:8]([O:9][C@@H:10]2[O:18][C@H:17]([CH2:19][OH:20])[C@H:15]([OH:16])[C@H:13]([OH:14])[C@H:11]2[OH:12])[C@H:6]([OH:7])[C@H:4]1[OH:5]. Reported procedure: A solution of 0.2 mg of bovine pancreatic insulin (Wako Pure Chemical Industries, Itd.) in 1 mL of a 2 mmol/L aqueous solution of hydrochloric acid, a solution of 320 mg of anhydrous β-lactose (Nacalai Tesque, Inc.) in 2 mL of distilled water, and 1 mL of a 200 mmol/L phosphate buffer (pH 8.4) were mixed in a test tube to give a mixture having a pH of about 8.1. The test tube was put into a constant temperature water bath at 40° C. to cause reaction. The reaction mixture was sampled after 0, 5 a...